From a dataset of the Open Reaction Database (ORD), a public repository of structured organic reaction records. describe an organic reaction: reactants, conditions, products, and yield The reactants are COC(=O)[C@H]1NC[C@@H](C1)O[Si](C)(C)C(C)(C)C ((2S, 4R)-4-(tert-butyl-dimethyl-silanyloxy)-pyrrolidine-2-carboxylic acid methyl ester), CO (methanol), [H][H] (Hydrogen). Reaction SMILES: [CH3:1][O:2][C:3]([C@@H:5]1[CH2:9][C@@H:8]([O:10][Si:11]([C:14]([CH3:17])([CH3:16])[CH3:15])([CH3:13])[CH3:12])[CH2:7][NH:6]1)=[O:4].[H][H].[CH3:20]O>C=O.[Pd]>[CH3:1][O:2][C:3]([C@@H:5]1[CH2:9][C@@H:8]([O:10][Si:11]([C:14]([CH3:17])([CH3:16])[CH3:15])([CH3:13])[CH3:12])[CH2:7][N:6]1[CH3:20])=[O:4]. Reagents/catalysts: [Pd] (palladium on carbon). Yields the product COC(=O)[C@H]1N(C[C@@H](C1)O[Si](C)(C)C(C)(C)C)C ((2S, 4R)-4-(tert-butyl-dimethyl-silanyloxy)-1-methyl-pyrrolidine-2-carboxylic acid methyl ester). Run in C=O (formalin). Procedure: To a solution of 800 mg of (2S, 4R)-4-(tert-butyl-dimethyl-silanyloxy)-pyrrolidine-2-carboxylic acid methyl ester in 8 mL of methanol, 0.35 mL of 37% formalin and 80 mg of 10% palladium on carbon were added, and stirred at 4 atm. Hydrogen pressure for 10 hours. After filtering out the catalyst, the solvent was evaporated, and the residue was separated and purified by silica gel column chromatography (ethyl acetate:n-hexane=1:6), to afford 489 mg of the title compound as a colorless oil. Reactants: OCc1sc2c(F)cccc2c1Cl, O=[Mn]=O, c1ccccc1. The product is O=Cc1sc2c(F)cccc2c1Cl. Reaction SMILES: [Cl:1][c:2]1[c:3]2[c:4]([s:5][c:6]1[CH2:7][OH:8])[c:9]([F:13])[cH:10][cH:11][cH:12]2.[O:20]=[Mn:21]=[O:22].[cH:14]1[cH:15][cH:16][cH:17][cH:18][cH:19]1>>[Cl:1][c:2]1[c:3]2[c:4]([s:5][c:6]1[CH:7]=[O:8])[c:9]([F:13])[cH:10][cH:11][cH:12]2. Reactants: N#CC1Nc2ccccc2N2CCc3cccc1c32, CC(C)C[AlH]CC(C)C, CO, ClCCl, [H-]. Reaction SMILES: [C:1](#[N:2])[CH:3]1[NH:4][c:5]2[c:6]([cH:16][cH:17][cH:18][cH:19]2)[N:7]2[c:8]3[c:9]1[cH:10][cH:11][cH:12][c:13]3[CH2:14][CH2:15]2.[CH3:20][CH:21]([CH2:22][AlH:23][CH2:24][CH:25]([CH3:26])[CH3:27])[CH3:28].[CH3:30][OH:31].[Cl:32][CH2:33][Cl:34].[H-:29]>>[CH2:1]([NH2:2])[CH:3]1[NH:4][c:5]2[c:6]([cH:16][cH:17][cH:18][cH:19]2)[N:7]2[c:8]3[c:9]1[cH:10][cH:11][cH:12][c:13]3[CH2:14][CH2:15]2. Yields the product NCC1Nc2ccccc2N2CCc3cccc1c32. Starting materials: C=C1N(C(OC12CCNCC2)=O)C2=CC=CC1=CC=CC=C21 (4-methylene-3-(1-naphthyl)-2-oxo-1-oxa-3,8-diazaspiro[4,5]decane), C(C1=CC=CC=C1)Cl (benzyl chloride), C(O)([O-])=O.[Na+] (sodium hydrogen carbonate), [I-].[K+] (potassium iodide). Run in C(C)C(=O)C (methyl ethyl ketone). Run at time 18 hour. Yields the product C(C1=CC=CC=C1)N1CCC2(C(N(C(O2)=O)C2=CC=CC3=CC=CC=C23)=C)CC1 (8-benzyl-4-methylene-3-(1-naphthyl)-2-oxo-1-oxa-3,8-diazaspiro[4,5]decane). Isolated yield 84.0%. As a reaction SMILES: [CH2:1]=[C:2]1[C:6]2([CH2:11][CH2:10][NH:9][CH2:8][CH2:7]2)[O:5][C:4](=[O:12])[N:3]1[C:13]1[C:22]2[C:17](=[CH:18][CH:19]=[CH:20][CH:21]=2)[CH:16]=[CH:15][CH:14]=1.[CH2:23](Cl)[C:24]1[CH:29]=[CH:28][CH:27]=[CH:26][CH:25]=1.C(=O)([O-])O.[Na+].[I-].[K+]>C(C(C)=O)C>[CH2:23]([N:9]1[CH2:10][CH2:11][C:6]2([O:5][C:4](=[O:12])[N:3]([C:13]3[C:22]4[C:17](=[CH:18][CH:19]=[CH:20][CH:21]=4)[CH:16]=[CH:15][CH:14]=3)[C:2]2=[CH2:1])[CH2:7][CH2:8]1)[C:24]1[CH:29]=[CH:28][CH:27]=[CH:26][CH:25]=1 |f:2.3,4.5|. Reported procedure: A mixture of 11.8 g of 4-methylene-3-(1-naphthyl)-2-oxo-1-oxa-3,8-diazaspiro[4,5]decane, 5.8 ml of benzyl chloride, 4.2 g of anhydrous sodium hydrogen carbonate, 0.5 g of potassium iodide and 177 ml of methyl ethyl ketone is refluxed under argon while stirring for 18 hours. After termination of the reaction the mixture is cooled down and the solvent is evaporated under reduced pressure. After adding chloroform and water to the residue and separating the phases, the organic layer is washed with w... Procedure: 6-(Cyanomethyl)-2,3-dihydro-1'-methyl-5-nitrospiro[benzofuran-3,4'-piperidine] (D6, 0.35 g, 1.2 mmol) was hydrogenated at 50 psiH2 over 10% palladium on charcoal (0.30 g) in a mixture of ethanol (18 ml), water (2 ml) and acetic acid (0.15 ml) for 24 h. Catalyst was filtered off onto kieselguhr, and the filtrate was evaporated to dryness. Chromatography on silica gel, eluting with 0-12% methanol/chloroform (gradient) gave the title compound (0.020 g, 10%) as a pale orange solid. The product is CN1CCC2(CC1)COC=1C=C3C=CN=C3CC12 (2,3-Dihydro-1'-methylspiro[furo[2,3-f]indole-3,4'-piperidine]). The yield is 6.9%. Reagents/catalysts: [Pd] (palladium on charcoal). Reaction SMILES: [C:1]([CH2:3][C:4]1[C:9]([N+:10]([O-])=O)=[CH:8][C:7]2[C:13]3([CH2:20][O:21][C:6]=2[CH:5]=1)[CH2:18][CH2:17][N:16]([CH3:19])[CH2:15][CH2:14]3)#N.O.C(O)(=O)C>[Pd].C(O)C>[CH3:19][N:16]1[CH2:17][CH2:18][C:13]2([C:7]3[CH2:8][C:9]4[C:4]([CH:3]=[CH:1][N:10]=4)=[CH:5][C:6]=3[O:21][CH2:20]2)[CH2:14][CH2:15]1. The solvent is C(C)O (ethanol). The reactants are C(#N)CC1=CC2=C(C=C1[N+](=O)[O-])C1(CCN(CC1)C)CO2 (6-(Cyanomethyl)-2,3-dihydro-1'-methyl-5-nitrospiro[benzofuran-3,4'-piperidine]), O (water), C(C)(=O)O (acetic acid). The reactants are ice water, B(Br)(Br)Br (boron tribromide), C(C)(C)OC1=CC=C(C=C1)C=1C=NC(=NC1)C1=CC=C(C=C1)CCCCC (5-(4-isopropyloxyphenyl)-2-(4-pentylphenyl)pyrimidine). Run in ClCCl (dichloromethane), ClCCl (dichloromethane). Reaction conditions: time 24 hour. Product: C(CCCC)C1=CC=C(C=C1)C1=NC=C(C=N1)C1=CC=C(C=C1)O (4-(2-[4-pentylphenyl]-5-pyrimidinyl)phenol). Yield: 90.6%. Reaction SMILES: B(Br)(Br)Br.C([O:8][C:9]1[CH:14]=[CH:13][C:12]([C:15]2[CH:16]=[N:17][C:18]([C:21]3[CH:26]=[CH:25][C:24]([CH2:27][CH2:28][CH2:29][CH2:30][CH3:31])=[CH:23][CH:22]=3)=[N:19][CH:20]=2)=[CH:11][CH:10]=1)(C)C>ClCCl>[CH2:27]([C:24]1[CH:23]=[CH:22][C:21]([C:18]2[N:17]=[CH:16][C:15]([C:12]3[CH:11]=[CH:10][C:9]([OH:8])=[CH:14][CH:13]=3)=[CH:20][N:19]=2)=[CH:26][CH:25]=1)[CH2:28][CH2:29][CH2:30][CH3:31]. Procedure: A solution of 5.5 g of boron tribromide in 50 ml of absolute dichloromethane is treated dropwise at 0° C. with a solution of 6.5 g of 5-(4-isopropyloxyphenyl)-2-(4-pentylphenyl)pyrimidine in 50 ml of absolute dichloromethane. The mixture is stirred for 24 hours and then poured on to ice-water. The organic phase is separated and the aqueous phase is back-extracted three times with 50 ml of dichloromethane each time. The combined organic phases are washed with 50 ml of 2N sodium carbonate solution...